From a dataset of the Open Reaction Database (ORD), a public repository of structured organic reaction records. describe an organic reaction: reactants, conditions, products, and yield The reactants are C(=C)[Si](O[Si](C)(C)C)(C)C=C (divinyltetramethyldisiloxane), C(=C)C1=C(C=CC=C1)C=C (divinylbenzene), C(C)O[SiH](OCC)OCC (triethoxysilane), C(C)(=O)O (acetic acid), Teflon, C(=C)C1=C(C=CC=C1)C=C (divinylbenzene). The solvent is C1(=CC=CC=C1)C (toluene). Conditions: temperature 50 celsius. The product is C(C)O[Si](CCC1=C(C=CC=C1)CC[Si](OCC)(OCC)OCC)(OCC)OCC (bis (2-triethoxysilylethyl) benzene). The yield is 97.0%. As a reaction SMILES: [CH:1]([C:3]1[CH:8]=[CH:7][CH:6]=[CH:5][C:4]=1[CH:9]=[CH2:10])=[CH2:2].[CH2:11]([O:13][SiH:14]([O:18][CH2:19][CH3:20])[O:15][CH2:16][CH3:17])[CH3:12].[C:21]([OH:24])(=O)[CH3:22].C([Si]([CH:34]=[CH2:35])(C)O[Si](C)(C)C)=C>C1(C)C=CC=CC=1>[CH2:11]([O:13][Si:14]([O:18][CH2:19][CH3:20])([O:15][CH2:16][CH3:17])[CH2:2][CH2:1][C:3]1[CH:8]=[CH:7][CH:6]=[CH:5][C:4]=1[CH2:9][CH2:10][Si:14]([O:24][CH2:21][CH3:22])([O:15][CH2:34][CH3:35])[O:13][CH2:11][CH3:12])[CH3:12]. Reported procedure: 871 mg Of divinylbenzene and 4.35 g of triethoxysilane were placed in a glass reaction tube and 0.005 ml of acetic acid was added. Next, 0.015 ml of a toluene solution of a 0-valent platinum complex of divinyltetramethyldisiloxane (platinum content: 0.2 Wt. %) was added to this mixture. The reaction tube was sealed with a Teflon tape and heated for 30 minutes in an oil bath at 50° C. When the tube contents were analyzed by gas chromatography following cooling, the conversion rate of divinylbenze... The reactants are [Br-], COC(C)(C)C, CCOc1cc(C(=O)N(C)OC)ccc1C(F)(F)F, C1CCOC1, C[Mg+], Cl. Product: CCOc1cc(C(C)=O)ccc1C(F)(F)F. RXN SMILES: [Br-:20].[C:29]([O:30][CH3:31])([CH3:32])([CH3:33])[CH3:34].[CH2:1]([CH3:2])[O:3][c:4]1[cH:5][c:6]([C:7](=[O:8])[N:9]([O:10][CH3:11])[CH3:12])[cH:13][cH:14][c:15]1[C:16]([F:17])([F:18])[F:19].[CH2:24]1[O:25][CH2:26][CH2:27][CH2:28]1.[CH3:21][Mg+:22].[ClH:23]>>[CH2:1]([CH3:2])[O:3][c:4]1[cH:5][c:6]([C:7](=[O:8])[CH3:21])[cH:13][cH:14][c:15]1[C:16]([F:17])([F:18])[F:19]. Reaction SMILES: [CH3:1][O:2][C:3]1[CH:4]=[C:5]([CH:19]=[C:20]([O:24][CH3:25])[C:21]=1[O:22][CH3:23])[CH2:6][N:7]1[CH2:12][CH2:11][NH:10][CH2:9][CH:8]1[C:13]1[CH:18]=[CH:17][CH:16]=[CH:15][CH:14]=1.[CH2:26](Cl)[CH3:27].[CH2:29]([NH:31][CH2:32][CH3:33])[CH3:30]>>[CH3:1][O:2][C:3]1[CH:4]=[C:5]([CH:19]=[C:20]([O:24][CH3:25])[C:21]=1[O:22][CH3:23])[CH2:6][N:7]1[CH2:12][CH2:11][N:10]([CH2:30][CH2:29][N:31]([CH2:26][CH3:27])[CH2:32][CH3:33])[CH2:9][CH:8]1[C:13]1[CH:18]=[CH:17][CH:16]=[CH:15][CH:14]=1 |f:1.2|. The reactants are COC=1C=C(CN2C(CNCC2)C2=CC=CC=C2)C=C(C1OC)OC (1-(3',4',5'-Trimethoxy benzyl)-2-phenyl piperazine), C(C)Cl.C(C)NCC (diethylamine ethylchloride). Procedure: 1-(3',4',5'-Trimethoxy benzyl)-2-phenyl piperazine prepared according to Example 17, is alkylated by means of diethylamine ethylchloride by following the procedure described in Example 3c. The resulting reaction product is obtained in the form of yellow oil boiling at 200° C./0.03 mm. Hg. Product: COC=1C=C(CN2C(CN(CC2)CCN(CC)CC)C2=CC=CC=C2)C=C(C1OC)OC (1-(3',4',5'-Trimethoxy benzyl)-2-phenyl-4-diethylamino ethyl piperazine). The reactants are ClC1=C(C(=CC(=C1)C(F)(F)F)Cl)NN (2,6-dichloro-4-trifluoromethylphenylhydrazine), C(=O)C=O (glyoxal), O (water). Solvent: C(C)(=O)O (acetic acid). Reaction conditions: time 2 hour. Yields the product ClC1=C(C(=CC(=C1)C(F)(F)F)Cl)NN=CC=O (2-(2,6-dichloro-4-trifluoromethylphenylhydrazono)acetaldehyde). RXN SMILES: [Cl:1][C:2]1[CH:7]=[C:6]([C:8]([F:11])([F:10])[F:9])[CH:5]=[C:4]([Cl:12])[C:3]=1[NH:13][NH2:14].[CH:15]([CH:17]=O)=[O:16].O>C(O)(=O)C>[Cl:1][C:2]1[CH:7]=[C:6]([C:8]([F:9])([F:11])[F:10])[CH:5]=[C:4]([Cl:12])[C:3]=1[NH:13][N:14]=[CH:17][CH:15]=[O:16]. Reported procedure: A solution of 2,6-dichloro-4-trifluoromethylphenylhydrazine (5 g) in acetic acid was added dropwise to a mixture of 40% aqueous glyoxal (50 ml) and water (400 ml). The mixture was stirred at room temperature for 2 hours and solid collected by filtration. A sample was recrystallised from ethanol to give 2-(2,6-dichloro-4-trifluoromethylphenylhydrazono)acetaldehyde, m.p. 131°-133°. This crude product (2.85 g) in ethanol (30 ml) was added to a solution of hydroxylamine hydrochloride (0.7 g) in wate... The reactants are O=C([O-])[O-], CC#N, CCCCOC(=O)C(CC)OS(=O)(=O)C(F)(F)F, [K+], [K+], O, COc1ccc(OCCCN(Cc2cccc(O)c2)c2nc3ccccc3o2)cc1. The product is CCCCOC(=O)C(CC)Oc1cccc(CN(CCCOc2ccc(OC)cc2)c2nc3ccccc3o2)c1. RXN SMILES: [C:31](=[O:32])([O-:33])[O-:34].[CH3:56][C:57]#[N:58].[F:37][C:38]([F:39])([F:40])[S:41]([O:42][CH:43]([C:44](=[O:45])[O:46][CH2:47][CH2:48][CH2:49][CH3:50])[CH2:51][CH3:52])(=[O:53])=[O:54].[K+:35].[K+:36].[OH2:55].[o:1]1[c:2]([N:10]([CH2:11][CH2:12][CH2:13][O:14][c:15]2[cH:16][cH:17][c:18]([O:21][CH3:22])[cH:19][cH:20]2)[CH2:23][c:24]2[cH:25][c:26]([OH:30])[cH:27][cH:28][cH:29]2)[n:3][c:4]2[c:5]1[cH:6][cH:7][cH:8][cH:9]2>>[o:1]1[c:2]([N:10]([CH2:11][CH2:12][CH2:13][O:14][c:15]2[cH:16][cH:17][c:18]([O:21][CH3:22])[cH:19][cH:20]2)[CH2:23][c:24]2[cH:25][c:26]([O:30][CH:43]([C:44](=[O:45])[O:46][CH2:47][CH2:48][CH2:49][CH3:50])[CH2:51][CH3:52])[cH:27][cH:28][cH:29]2)[n:3][c:4]2[c:5]1[cH:6][cH:7][cH:8][cH:9]2.